From a dataset of the Open Reaction Database (ORD), a public repository of structured organic reaction records. describe an organic reaction: reactants, conditions, products, and yield Reactants: CN1CCOCC1, ClCCl, O=C(Cl)Oc1ccc([N+](=O)[O-])cc1, Nc1ncnc2c1c(-c1ccc(Oc3ccccc3)cc1)cn2C1CCC(O)C1. Yields the product Nc1ncnc2c1c(-c1ccc(Oc3ccccc3)cc1)cn2C1CCC(OC(=O)Oc2ccc([N+](=O)[O-])cc2)C1. As a reaction SMILES: [CH3:1][N:2]1[CH2:3][CH2:4][O:5][CH2:6][CH2:7]1.[Cl:50][CH2:51][Cl:52].[Cl:8][C:9](=[O:10])[O:11][c:12]1[cH:13][cH:14][c:15]([N+:18](=[O:19])[O-:20])[cH:16][cH:17]1.[NH2:21][c:22]1[c:23]2[c:24]([n:25][cH:26][n:27]1)[n:28]([CH:44]1[CH2:45][CH:46]([OH:49])[CH2:47][CH2:48]1)[cH:29][c:30]2-[c:31]1[cH:32][cH:33][c:34]([O:37][c:38]2[cH:39][cH:40][cH:41][cH:42][cH:43]2)[cH:35][cH:36]1>>[C:9](=[O:10])([O:11][c:12]1[cH:13][cH:14][c:15]([N+:18](=[O:19])[O-:20])[cH:16][cH:17]1)[O:49][CH:46]1[CH2:45][CH:44]([n:28]2[c:24]3[c:23]([c:22]([NH2:21])[n:27][cH:26][n:25]3)[c:30](-[c:31]3[cH:32][cH:33][c:34]([O:37][c:38]4[cH:39][cH:40][cH:41][cH:42][cH:43]4)[cH:35][cH:36]3)[cH:29]2)[CH2:48][CH2:47]1. The solvent is C(C)#N (acetonitrile). Yield: 85.8%. The reactants are C1(CC1)N1C=C(C(C2=CC(=C(C(=C12)F)F)F)=O)C(=O)O (1-cyclopropyl-6,7,8-trifluoro-1,4-dihydro-4-oxoquinoline-3-carboxylic acid), Br.Br.C1=2CNCC2CNC1 (3,7-diazabicyclo[3.3.0] oct-1(5)-ene dihydrobromide), C(C)(C)N(CC)C(C)C (diisopropyl-ethylamine). As a reaction SMILES: [CH:1]1([N:4]2[C:13]3[C:8](=[CH:9][C:10]([F:16])=[C:11](F)[C:12]=3[F:14])[C:7](=[O:17])[C:6]([C:18]([OH:20])=[O:19])=[CH:5]2)[CH2:3][CH2:2]1.Br.Br.[C:23]12[CH2:30][NH:29][CH2:28][C:27]=1[CH2:26][NH:25][CH2:24]2.C(N(C(C)C)CC)(C)C>C(#N)C>[CH:1]1([N:4]2[C:13]3[C:8](=[CH:9][C:10]([F:16])=[C:11]([N:25]4[CH2:26][C:27]5[CH2:28][NH:29][CH2:30][C:23]=5[CH2:24]4)[C:12]=3[F:14])[C:7](=[O:17])[C:6]([C:18]([OH:20])=[O:19])=[CH:5]2)[CH2:2][CH2:3]1 |f:1.2.3|. Yields the product C1(CC1)N1C=C(C(C2=CC(=C(C(=C12)F)N1CC=2CNCC2C1)F)=O)C(=O)O (1-cyclopropyl-7-[3,7-diazabicyclo[3.3.0] oct-1(5)-en-3-yl]-6,8-difluoro-1,4-dihydro-4-oxoquinoline-3-carboxylic acid). Reported procedure: The suspension of 1-cyclopropyl-6,7,8-trifluoro-1,4-dihydro-4-oxoquinoline-3-carboxylic acid (14.7 g), 3,7-diazabicyclo[3.3.0] oct-1(5)-ene dihydrobromide (14.1 g) and diisopropyl-ethylamine (45 ml) in acetonitrile (1 l) was refluxed for 5 hours. The reaction mixture was cooled to room temperature and the produced precipitate was filtered and then washed with acetonitrile (200 ml) and water (200 ml) successively. Vacuum drying gave the title compound (16.6 g, yield 85%). The reactants are C(C(C)C1=CC=CC=C1)=O (Hydratropaldehyde), [C@@H]1(CCCC2=CC=CC=C12)N ((1S)-1,2,3,4-tetrahydro-1-naphthalenylamine). The product is C1(=CC=CC=C1)C(CN[C@H]1CCCC2=CC=CC=C12)C (N-(2-phenylpropyl)-N-[(1S)-1,2,3,4-tetrahydro-1-naphthalenyl]amine). As a reaction SMILES: [CH:1](=O)[CH:2]([C:4]1[CH:9]=[CH:8][CH:7]=[CH:6][CH:5]=1)[CH3:3].[C@@H:11]1([NH2:21])[C:20]2[C:15](=[CH:16][CH:17]=[CH:18][CH:19]=2)[CH2:14][CH2:13][CH2:12]1>>[C:4]1([CH:2]([CH3:3])[CH2:1][NH:21][C@@H:11]2[C:20]3[C:15](=[CH:16][CH:17]=[CH:18][CH:19]=3)[CH2:14][CH2:13][CH2:12]2)[CH:9]=[CH:8][CH:7]=[CH:6][CH:5]=1. Procedure details: Hydratropaldehyde and (1S)-1,2,3,4-tetrahydro-1-naphthalenylamine were processed as described in Example 1A to provide the title compound.